describe an organic reaction: reactants, conditions, products, and yield From a dataset of the Open Reaction Database (ORD), a public repository of structured organic reaction records. Starting materials: FC=1C=NC(=NC1)N1CC2(N=C(SCC2C1)N)C1=CC=NC=C1 (Racemic 6-(5-fluoropyrimidin-2-yl)-7a-(4-pyridyl)-4,4a,5,7-tetrahydropyrrolo[3,4-d][1,3]thiazin-2-amine), C(C)O (ethanol). Solvent: C(=O)=O (CO2). The product is FC=1C=NC(=NC1)N1C[C@@]2(N=C(SC[C@@H]2C1)N)C1=CC=NC=C1 ((4aR,7aS)-6-(5-Fluoropyrimidin-2-yl)-7a-(4-pyridyl)-4,4a,5,7-tetrahydropyrrolo[3,4-d][1,3]thiazin-2-amine). Isolated yield 21.6%. Reaction SMILES: [F:1][C:2]1[CH:3]=[N:4][C:5]([N:8]2[CH2:16][CH:15]3[C:10]([C:18]4[CH:23]=[CH:22][N:21]=[CH:20][CH:19]=4)([N:11]=[C:12]([NH2:17])[S:13][CH2:14]3)[CH2:9]2)=[N:6][CH:7]=1.C(O)C>C(=O)=O>[F:1][C:2]1[CH:7]=[N:6][C:5]([N:8]2[CH2:16][C@@H:15]3[C@@:10]([C:18]4[CH:23]=[CH:22][N:21]=[CH:20][CH:19]=4)([N:11]=[C:12]([NH2:17])[S:13][CH2:14]3)[CH2:9]2)=[N:4][CH:3]=1. Reported procedure: Racemic 6-(5-fluoropyrimidin-2-yl)-7a-(4-pyridyl)-4,4a,5,7-tetrahydropyrrolo[3,4-d][1,3]thiazin-2-amine (185 mg, 0.56 mmol) is separated into its constituent enantiomers by chiral SFC (Column: Chiralcel OJ-H (5μ), 21.2×250 mm; eluent: 25% ethanol (0.2% diethylmethylamine) in CO2; flow: 70 mL/min at UV 260 nm). The second eluting isomer is the title compound (40 mg). ES/MS (m/e): 331 (M+1). As a reaction SMILES: [Cl:1][C:2]1[CH:3]=[C:4]([F:20])[C:5]([N:8]2[C:17](=[O:18])[CH:11]3[CH2:12][CH:13](O)[CH2:14][CH2:15][N:10]3[C:9]2=[O:19])=[N:6][CH:7]=1.C(N(S(F)(F)[F:27])CC)C.O>ClCCl>[Cl:1][C:2]1[CH:3]=[C:4]([F:20])[C:5]([N:8]2[C:17](=[O:18])[CH:11]3[CH2:12][CH:13]([F:27])[CH2:14][CH2:15][N:10]3[C:9]2=[O:19])=[N:6][CH:7]=1. Yields the product ClC=1C=C(C(=NC1)N1C(N2C(CC(CC2)F)C1=O)=O)F (2-(5-chloro-3-fluoropyridin-2-yl)-7-fluorotetrahydroimidazo-[1,5-a]-pyridine-1,3-dione). Procedure: 2.6 g of 2-(5-chloro-3-fluoro-pyridin-2-yl)-7-hydroxitetrahydroimidazo-[1,5-a]-pyridin-1,3-dione (isomer B, Example H10) in 80 ml dichloromethane is treated at −55° C. to −65° C. with 1.9 ml of diethylaminosulfur trifluoride (DAST) and stirred at the same temperature for 1 hour. The reaction mixture is then allowed to stir at 20° C. over night. The resulting brownish solution is treated with ice and water and extracted with ethyl acetate. The combined extracts are washed with water, dried, filte... The solvent is ClCCl (dichloromethane). Starting materials: ClC=1C=C(C(=NC1)N1C(N2C(CC(CC2)O)C1=O)=O)F (2-(5-chloro-3-fluoro-pyridin-2-yl)-7-hydroxitetrahydroimidazo-[1,5-a]-pyridin-1,3-dione), C(C)N(CC)S(F)(F)F (diethylaminosulfur trifluoride), O (water). Reaction conditions: time 1 hour.